From a dataset of the Open Reaction Database (ORD), a public repository of structured organic reaction records. describe an organic reaction: reactants, conditions, products, and yield Starting materials: [Al+3], COC(=O)Nc1ccc2c(c1)nc(C(C)(C)C)n2CC1CCC(F)(F)CC1, C1CCOC1, [H-], [H-], [H-], [H-], [Li+]. The product is CNc1ccc2c(c1)nc(C(C)(C)C)n2CC1CCC(F)(F)CC1. As a reaction SMILES: [Al+3:29].[C:1]([CH3:2])([CH3:3])([CH3:4])[c:5]1[n:6][c:7]2[c:8]([n:9]1[CH2:10][CH:11]1[CH2:12][CH2:13][C:14]([F:17])([F:18])[CH2:15][CH2:16]1)[cH:19][cH:20][c:21]([NH:23][C:24](=[O:25])[O:26][CH3:27])[cH:22]2.[CH2:34]1[O:35][CH2:36][CH2:37][CH2:38]1.[H-:28].[H-:31].[H-:32].[H-:33].[Li+:30]>>[C:1]([CH3:2])([CH3:3])([CH3:4])[c:5]1[n:6][c:7]2[c:8]([n:9]1[CH2:10][CH:11]1[CH2:12][CH2:13][C:14]([F:17])([F:18])[CH2:15][CH2:16]1)[cH:19][cH:20][c:21]([NH:23][CH3:24])[cH:22]2. Starting materials: Cl (hydrochloric acid), CCCCCC.C(CCC)[Li] (n-butyl lithium hexane), C(C)(C)(C)OC(=O)N1CC2=C(CC1)SC(=C2)C(=O)O (5-t-Butoxycarbonyl-4,5,6,7-tetrahydro-thieno[3,2-c]pyridine-2-carboxylic acid), CI (methyl iodide). The solvent is C(C)(=O)OCC (ethyl acetate), O1CCCC1 (tetrahydrofuran), O (water). Conditions: temperature -78 celsius, time 1 hour. The product is C(C)(C)(C)OC(=O)N1CC2=C(CC1)SC(=C2C)C(=O)O (5-t-Butoxycarbonyl-3-methyl-4,5,6,7-tetrahydro-thieno[3,2-c]pyridine-2-carboxylic Acid). Reaction SMILES: [C:1]([O:5][C:6]([N:8]1[CH2:13][CH2:12][C:11]2[S:14][C:15]([C:17]([OH:19])=[O:18])=[CH:16][C:10]=2[CH2:9]1)=[O:7])([CH3:4])([CH3:3])[CH3:2].[CH3:20]CCCCC.C([Li])CCC.CI.Cl>O1CCCC1.O.C(OCC)(=O)C>[C:1]([O:5][C:6]([N:8]1[CH2:13][CH2:12][C:11]2[S:14][C:15]([C:17]([OH:19])=[O:18])=[C:16]([CH3:20])[C:10]=2[CH2:9]1)=[O:7])([CH3:4])([CH3:2])[CH3:3] |f:1.2|. Procedure details: 5-t-Butoxycarbonyl-4,5,6,7-tetrahydro-thieno[3,2-c]pyridine-2-carboxylic acid (300 mg, 1.1 mmol) was dissolved in anhydrous tetrahydrofuran (5 ml), n-butyl lithium hexane solution (15%, 1.5 ml, 2.3 mmol) was added dropwise thereto at −78° C. in an atmosphere of argon, and then the mixture was stirred for 1 hour. The reaction solution was mixed with methyl iodide (1.6 ml, 2.7 mmol) and stirred for 1 hour and then at room temperature for 1 hour. The reaction solution was mixed with ethyl acetate a... The reactants are OCCC1CCC2=C(CC1)C(C(=C(C2=O)OC)OC)=O (7-(2-hydroxyethyl)-2,3-dimethoxy-4,5,6,7,8,9-hexahydro-1H-benzo[a]cycloheptene-1,4-dione), C(#N)C1=CC=C(C=C1)O (p-cyanophenol), C1(=CC=CC=C1)P(C1=CC=CC=C1)C1=CC=CC=C1 (triphenylphosphine), N(=NC(=O)OCC)C(=O)OCC (diethyl azodicarboxylate). The solvent is C1CCOC1 (THF), C1CCOC1 (THF). Reaction conditions: time 2 hour. The product is COC1=C(C(C2=C(CCC(CC2)CCOC2=CC=C(C=C2)C#N)C1=O)=O)OC (4-[2-(2,3-Dimethoxy-1,4-dioxo-4,5,6,7,8,9-hexahydro-1H-benzo[a]cyclohepten-7-yl)ethoxy]-1-benzenecarbonitrile). Yield: 84.2%. RXN SMILES: [OH:1][CH2:2][CH2:3][CH:4]1[CH2:10][CH2:9][C:8]2[C:11](=[O:20])[C:12]([O:18][CH3:19])=[C:13]([O:16][CH3:17])[C:14](=[O:15])[C:7]=2[CH2:6][CH2:5]1.[C:21]([C:23]1[CH:28]=[CH:27][C:26](O)=[CH:25][CH:24]=1)#[N:22].C1(P(C2C=CC=CC=2)C2C=CC=CC=2)C=CC=CC=1.N(C(OCC)=O)=NC(OCC)=O>C1COCC1>[CH3:17][O:16][C:13]1[C:14](=[O:15])[C:7]2[CH2:6][CH2:5][CH:4]([CH2:3][CH2:2][O:1][C:26]3[CH:27]=[CH:28][C:23]([C:21]#[N:22])=[CH:24][CH:25]=3)[CH2:10][CH2:9][C:8]=2[C:11](=[O:20])[C:12]=1[O:18][CH3:19]. Procedure: To a solution of 7-(2-hydroxyethyl)-2,3-dimethoxy-4,5,6,7,8,9-hexahydro-1H-benzo[a]cycloheptene-1,4-dione (103 mg), p-cyanophenol (127 mg), triphenylphosphine (126 mg) in THF (2 ml) was added a solution of diethyl azodicarboxylate (90 mg) in THF (1 ml) at room temperature. The reaction mixture was stirred at room temperature for 2 hr and then concentrated in vacuo. The residue was purified by alumina column chromatography (ethyl acetate:hexane=1:4) and then with recrystallization from ethyl acet...